This data is from the Open Reaction Database (ORD), a public repository of structured organic reaction records. The task is: describe an organic reaction: reactants, conditions, products, and yield The reactants are CC1=C(C(=NO1)C1=CC=CC=C1)C(=O)O (5-methyl-3-phenylisoxazole-4-carboxylic acid), S1C=C(C=C1)C(=O)NN (thiophene-3-carboxylic acid hydrazide). The product is CC1=C(C(=NO1)C1=CC=CC=C1)C=1OC(=NN1)C1=CSC=C1 (2-(5-Methyl-3-phenyl-isoxazol-4-yl)-5-thiophen-3-yl-[1,3,4]oxadiazole). The yield is 38.0%. Reaction SMILES: [CH3:1][C:2]1[O:6][N:5]=[C:4]([C:7]2[CH:12]=[CH:11][CH:10]=[CH:9][CH:8]=2)[C:3]=1[C:13]([OH:15])=O.[S:16]1[CH:20]=[CH:19][C:18]([C:21]([NH:23][NH2:24])=O)=[CH:17]1>>[CH3:1][C:2]1[O:6][N:5]=[C:4]([C:7]2[CH:8]=[CH:9][CH:10]=[CH:11][CH:12]=2)[C:3]=1[C:13]1[O:15][C:21]([C:18]2[CH:19]=[CH:20][S:16][CH:17]=2)=[N:23][N:24]=1. Reported procedure: As described for example 121, 5-methyl-3-phenylisoxazole-4-carboxylic acid (357 mg, 1.76 mmol) using thiophene-3-carboxylic acid hydrazide instead of thiophene-2-carboxylic acid hydrazide was converted to the title compound (SiO2, heptane:ethyl acetate=90:10 to 60:40, 207 mg, 38%) which was obtained as a yellow semisolid. MS: m/e=310.3 [M+H]+. The reactants are C1CCOC1, CCN=C=NCCCN(C)C, CN(C)c1ccncc1, CC(C)c1csc(N)n1, Cl, CC(C)(C)COc1c(C=Cc2nc3sccn3c2C(=O)O)cccc1OC(F)F, CN(C)C=O. The product is CC(C)c1csc(NC(=O)c2c(C=Cc3cccc(OC(F)F)c3OCC(C)(C)C)nc3sccn23)n1. As a reaction SMILES: [CH2:60]1[O:61][CH2:62][CH2:63][CH2:64]1.[CH3:39][CH2:40][N:41]=[C:42]=[N:43][CH2:44][CH2:45][CH2:46][N:47]([CH3:48])[CH3:49].[CH3:51][N:52]([c:53]1[cH:54][cH:55][n:56][cH:57][cH:58]1)[CH3:59].[CH:30]([CH3:31])([CH3:32])[c:33]1[n:34][c:35]([NH2:38])[s:36][cH:37]1.[ClH:50].[F:1][CH:2]([O:3][c:4]1[c:5]([O:23][CH2:24][C:25]([CH3:26])([CH3:27])[CH3:28])[c:6]([CH:10]=[CH:11][c:12]2[n:13][c:14]3[s:15][cH:16][cH:17][n:18]3[c:19]2[C:20](=[O:21])[OH:22])[cH:7][cH:8][cH:9]1)[F:29].[O:65]=[CH:66][N:67]([CH3:68])[CH3:69]>>[F:1][CH:2]([O:3][c:4]1[c:5]([O:23][CH2:24][C:25]([CH3:26])([CH3:27])[CH3:28])[c:6]([CH:10]=[CH:11][c:12]2[n:13][c:14]3[s:15][cH:16][cH:17][n:18]3[c:19]2[C:20](=[O:21])[NH:38][c:35]2[n:34][c:33]([CH:30]([CH3:31])[CH3:32])[cH:37][s:36]2)[cH:7][cH:8][cH:9]1)[F:29]. Reactants: CN1C(C2=CC=C(C=C2C(=C1C)C1=CC=CC=C1)OC)=O (2,3-dimethyl-6-methoxy4-phenyl-2H-isoquinolin-1-one), CCCCCC.C(C)(=O)OCC (hexane ethyl acetate), [H-].[Al+3].[Li+].[H-].[H-].[H-] (lithium aluminum hydride), C([O-])(O)=O.[Na+] (sodium bicarbonate). The solvent is O1CCCC1 (tetrahydrofuran). The product is [OH-].C[N+]1=CC2=CC=C(C=C2C(=C1C)C1=CC=CC=C1)OC (2,3-Dimethyl-6-methoxy-4-phenylisoquinolinium hydroxide). Reaction SMILES: [CH3:1][N:2]1[C:11]([CH3:12])=[C:10]([C:13]2[CH:18]=[CH:17][CH:16]=[CH:15][CH:14]=2)[C:9]2[C:4](=[CH:5][CH:6]=[C:7]([O:19][CH3:20])[CH:8]=2)[C:3]1=O.[H-].[Al+3].[Li+].[H-].[H-].[H-].C(=O)(O)[O-].[Na+].CCCCCC.C(OCC)(=O)C>O1CCCC1>[OH-:19].[CH3:1][N+:2]1[C:11]([CH3:12])=[C:10]([C:13]2[CH:14]=[CH:15][CH:16]=[CH:17][CH:18]=2)[C:9]2[C:4](=[CH:5][CH:6]=[C:7]([O:19][CH3:20])[CH:8]=2)[CH:3]=1 |f:1.2.3.4.5.6,7.8,9.10,12.13|. Procedure: To a stirred solution of 2,3-dimethyl-6-methoxy4-phenyl-2H-isoquinolin-1-one (prepared using the synthetic procedure previously described in WO 2002024655, 250 mg, 0.896mmol) in tetrahydrofuran (10 mL) at room temperature under argon was added by dropwise addition a solution of lithium aluminum hydride (1.0 M, 0.896 mL, 0.896 mmol). The contents of the reaction flask were heated to reflux for 0.5 h, cooled to room temperature and carefully poured onto ice. Saturated sodium bicarbonate was added ... Starting materials: [Al+3], COC(=O)c1cc(-c2ccc(C)cc2)c(OCc2ccccc2)c(C(C)(C)C)c1, CCOCC, ClCCl, [H-], [H-], [H-], [H-], [Li+], [Na+], [OH-], O. Yields the product Cc1ccc(-c2cc(C=O)cc(C(C)(C)C)c2OCc2ccccc2)cc1. RXN SMILES: [Al+3:31].[CH2:1]([c:2]1[cH:3][cH:4][cH:5][cH:6][cH:7]1)[O:8][c:9]1[c:10]([C:26]([CH3:27])([CH3:28])[CH3:29])[cH:11][c:12]([C:22](=[O:23])[O:24][CH3:25])[cH:13][c:14]1-[c:15]1[cH:16][cH:17][c:18]([CH3:21])[cH:19][cH:20]1.[CH2:39]([O:40][CH2:41][CH3:42])[CH3:43].[Cl:44][CH2:45][Cl:46].[H-:30].[H-:33].[H-:34].[H-:35].[Li+:32].[Na+:38].[OH-:37].[OH2:36]>>[CH2:1]([c:2]1[cH:3][cH:4][cH:5][cH:6][cH:7]1)[O:8][c:9]1[c:10]([C:26]([CH3:27])([CH3:28])[CH3:29])[cH:11][c:12]([CH:22]=[O:23])[cH:13][c:14]1-[c:15]1[cH:16][cH:17][c:18]([CH3:21])[cH:19][cH:20]1. Starting materials: FC(C(=O)O)(F)F.FC(C(=O)O)(F)F.FC(C(=O)O)(F)F.CC1=NC2=CC=CC=C2C(=C1)COC1=CC=C(C=C1)C1(C(NC(NC1=O)=O)=O)N1CCNCC1 (5-{4-[(2-Methyl-4-quinolinyl)methoxy]phenyl}-5-(1-piperazinyl)-2,4,6(1H, 3H, 5H)-pyrimidinetrione tris(trifluoroacetate)), C(CC(=O)O)C=O (succinic semialdehyde). The product is FC(C(=O)O)(F)F.FC(C(=O)O)(F)F.FC(C(=O)O)(F)F.CC1=NC2=CC=CC=C2C(=C1)COC1=CC=C(C=C1)C1(C(NC(NC1=O)=O)=O)N1CCN(CC1)CCCC(=O)O (4-[4-(5-{4-[(2-Methyl-4-quinolinyl)methoxy]phenyl}-2,4,6-trioxohexahydro-5-pyrimidinyl)-1-piperazinyl]butanoic acid tris(trifluoroacetate)). The yield is 45.1%. As a reaction SMILES: [F:1][C:2]([F:7])([F:6])[C:3]([OH:5])=[O:4].[F:8][C:9]([F:14])([F:13])[C:10]([OH:12])=[O:11].[F:15][C:16]([F:21])([F:20])[C:17]([OH:19])=[O:18].[CH3:22][C:23]1[CH:32]=[C:31]([CH2:33][O:34][C:35]2[CH:40]=[CH:39][C:38]([C:41]3([N:50]4[CH2:55][CH2:54][NH:53][CH2:52][CH2:51]4)[C:46](=[O:47])[NH:45][C:44](=[O:48])[NH:43][C:42]3=[O:49])=[CH:37][CH:36]=2)[C:30]2[C:25](=[CH:26][CH:27]=[CH:28][CH:29]=2)[N:24]=1.[CH2:56]([CH:61]=O)[CH2:57][C:58]([OH:60])=[O:59]>>[F:1][C:2]([F:7])([F:6])[C:3]([OH:5])=[O:4].[F:8][C:9]([F:14])([F:13])[C:10]([OH:12])=[O:11].[F:15][C:16]([F:21])([F:20])[C:17]([OH:19])=[O:18].[CH3:22][C:23]1[CH:32]=[C:31]([CH2:33][O:34][C:35]2[CH:36]=[CH:37][C:38]([C:41]3([N:50]4[CH2:55][CH2:54][N:53]([CH2:61][CH2:56][CH2:57][C:58]([OH:60])=[O:59])[CH2:52][CH2:51]4)[C:46](=[O:47])[NH:45][C:44](=[O:48])[NH:43][C:42]3=[O:49])=[CH:39][CH:40]=2)[C:30]2[C:25](=[CH:26][CH:27]=[CH:28][CH:29]=2)[N:24]=1 |f:0.1.2.3,5.6.7.8|. Procedure: Using a procedure analogous to Example 15, the product from example 14 (100 mg, 0.125 mmol) was treated with succinic semialdehyde (76.6 mg, 6.0 eq) to provide the title barbituric acid (50.0 mg, 45%). MS found: (M+H)+=546. The product is COCCCc1cc(CN(C(=O)C2CN(C(=O)OC(C)(C)C)CCC2c2ccc(OCCOc3c(Cl)cc(C)cc3Cl)cc2)C2CC2)cc(OCc2ccc(C(=O)OC)cc2)c1. As a reaction SMILES: [Br:52][CH2:53][c:54]1[cH:55][cH:56][c:57]([C:58](=[O:59])[O:60][CH3:61])[cH:62][cH:63]1.[C:64](=[O:65])([O-:66])[O-:67].[CH:1]1([N:4]([C:5](=[O:6])[CH:7]2[CH2:8][N:9]([C:32](=[O:33])[O:34][C:35]([CH3:36])([CH3:37])[CH3:38])[CH2:10][CH2:11][CH:12]2[c:13]2[cH:14][cH:15][c:16]([O:19][CH2:20][CH2:21][O:22][c:23]3[c:24]([Cl:31])[cH:25][c:26]([CH3:30])[cH:27][c:28]3[Cl:29])[cH:17][cH:18]2)[CH2:39][c:40]2[cH:41][c:42]([OH:51])[cH:43][c:44]([CH2:46][CH2:47][CH2:48][O:49][CH3:50])[cH:45]2)[CH2:2][CH2:3]1.[Cs+:68].[Cs+:69].[O:70]=[CH:71][N:72]([CH3:73])[CH3:74]>>[CH:1]1([N:4]([C:5](=[O:6])[CH:7]2[CH2:8][N:9]([C:32](=[O:33])[O:34][C:35]([CH3:36])([CH3:37])[CH3:38])[CH2:10][CH2:11][CH:12]2[c:13]2[cH:14][cH:15][c:16]([O:19][CH2:20][CH2:21][O:22][c:23]3[c:24]([Cl:31])[cH:25][c:26]([CH3:30])[cH:27][c:28]3[Cl:29])[cH:17][cH:18]2)[CH2:39][c:40]2[cH:41][c:42]([O:51][CH2:53][c:54]3[cH:55][cH:56][c:57]([C:58](=[O:59])[O:60][CH3:61])[cH:62][cH:63]3)[cH:43][c:44]([CH2:46][CH2:47][CH2:48][O:49][CH3:50])[cH:45]2)[CH2:2][CH2:3]1. Starting materials: COC(=O)c1ccc(CBr)cc1, O=C([O-])[O-], COCCCc1cc(O)cc(CN(C(=O)C2CN(C(=O)OC(C)(C)C)CCC2c2ccc(OCCOc3c(Cl)cc(C)cc3Cl)cc2)C2CC2)c1, [Cs+], [Cs+], CN(C)C=O. The reactants are C(C)OC(CN1C2=C(C(C=C1C(=O)OCC)=O)C=C(C(C=C2)=O)OCC(=O)OCC)=O (4,7-dihydro-4,7-dioxo-2-ethoxycarbonyl-6-[(2-ethoxy-2-oxoethyl)oxy]-1H-cyclohepta[b]pyridine-1-acetic acid ethyl ester), Cl (hydrochloric acid). The product is O=C1C2=C(NC(=C1)C(=O)O)C=CC(C(=C2)OCC(=O)O)=O (4,7-Dihydro-4,7-dioxo-6-(carboxymethyl)oxy-1H-cyclohepta[b]pyridine-2-carboxylic Acid). RXN SMILES: C(OC(=O)C[N:6]1[C:11]([C:12]([O:14]CC)=[O:13])=[CH:10][C:9](=[O:17])[C:8]2[CH:18]=[C:19]([O:24][CH2:25][C:26]([O:28]CC)=[O:27])[C:20](=[O:23])[CH:21]=[CH:22][C:7]1=2)C.Cl>>[O:17]=[C:9]1[CH:10]=[C:11]([C:12]([OH:14])=[O:13])[NH:6][C:7]2[CH:22]=[CH:21][C:20](=[O:23])[C:19]([O:24][CH2:25][C:26]([OH:28])=[O:27])=[CH:18][C:8]1=2. Reported procedure: A mixture of 4,7-dihydro-4,7-dioxo-2-ethoxycarbonyl-6-[(2-ethoxy-2-oxoethyl)oxy]-1H-cyclohepta[b]pyridine-1-acetic acid ethyl ester (0.617 g, described in Example 15) and 19% hydrochloric acid (4.2 ml) is refluxed for 1 hr and cooled to room temperature. The precipitate is collected and washed with water, acetone and ether to obtain the title compound, mp > 270° C.